Dataset: the Open Reaction Database (ORD), a public repository of structured organic reaction records. Task: describe an organic reaction: reactants, conditions, products, and yield The reactants are [NH4+].[OH-] (NH4OH), BrC1=C(C=C2CCN(C(C2=C1)C(=O)O)C(C(=O)N(C(C)(CCC#CC=1SC=CC1)C)C)=O)OC (7-bromo-6-methoxy-2-(2-(methyl(2-methyl-6-(thiophen-2-yl)hex-5-yn-2-yl)amino)-2-oxoacetyl)-1,2,3,4-tetrahydroisoquinoline-1-carboxylic acid), C(C)(=O)[O-].[Na+] (sodium acetate), anhydride, C(C)(C)OC(C)C (diisopropyl ether). Run in O (water), C(C)(=O)OC(C)=O (acetic anhydride). Run at temperature 102.5 celsius, time 1 hour. Product: CN1C(C2=C(C(=C3N2CCC=2C=C(C(=CC32)Br)OC)C=3SC=CC3)CCC1(C)C)=O (9-methyl-2-bromo-3-methoxy-10,10-dimethyl-13-(2-thienyl)-5,6,9,10,11,12-hexahydro-8H-azepino[4′,3′:4,5]pyrrolo[2,1-a]isoquinolin-8-one). As a reaction SMILES: [Br:1][C:2]1[CH:11]=[C:10]2[C:5]([CH2:6][CH2:7][N:8]([C:15](=O)[C:16]([N:18]([CH3:31])[C:19]([CH3:30])([CH2:21][CH2:22][C:23]#[C:24][C:25]3[S:26][CH:27]=[CH:28][CH:29]=3)[CH3:20])=[O:17])[CH:9]2C(O)=O)=[CH:4][C:3]=1[O:33][CH3:34].C([O-])(=O)C.[Na+].[NH4+].[OH-].C(OC(C)C)(C)C>C(OC(=O)C)(=O)C.O>[CH3:31][N:18]1[C:19]([CH3:20])([CH3:30])[CH2:21][CH2:22][C:23]2[C:24]([C:25]3[S:26][CH:27]=[CH:28][CH:29]=3)=[C:9]3[C:10]4[CH:11]=[C:2]([Br:1])[C:3]([O:33][CH3:34])=[CH:4][C:5]=4[CH2:6][CH2:7][N:8]3[C:15]=2[C:16]1=[O:17] |f:1.2,3.4|. Procedure: A mixture of 100 mg of 12j and 150 mg of anhydrous sodium acetate in 4 ml of acetic anhydride was heated at 100-105° C. for 2 h. The mixture was cooled and diluted with 10 ml of water and stirred at ambient temperature for 1 hr in order to decompose excess anhydride. The reaction mixture was neutralized by addition of cold conc. aq. NH4OH and then extracted with ethyl acetate. The extract was washed twice with water, dried, concentrated and the residue was purified by chromatography over silica ... Reactants: [Li]C(C)(C)C, COc1cc(OC)nc(Cc2ccccc2NC(=O)OC(C)(C)C)n1, CN(C)CCN(C)C, CI, CCCCC, CCCCCC, [Cl-], [NH4+], C1CCOC1. Product: COc1cc(OC)nc(C(C)c2ccccc2NC(=O)OC(C)(C)C)n1. As a reaction SMILES: [C:34]([Li:35])([CH3:36])([CH3:37])[CH3:38].[CH3:1][O:2][c:3]1[n:4][c:5]([CH2:11][c:12]2[c:13]([NH:18][C:19]([O:20][C:21]([CH3:22])([CH3:23])[CH3:24])=[O:25])[cH:14][cH:15][cH:16][cH:17]2)[n:6][c:7]([O:9][CH3:10])[cH:8]1.[CH3:26][N:27]([CH3:28])[CH2:29][CH2:30][N:31]([CH3:32])[CH3:33].[CH3:39][I:40].[CH3:48][CH2:49][CH2:50][CH2:51][CH3:52].[CH3:53][CH2:54][CH2:55][CH2:56][CH2:57][CH3:58].[Cl-:41].[NH4+:42].[O:43]1[CH2:44][CH2:45][CH2:46][CH2:47]1>>[CH3:1][O:2][c:3]1[n:4][c:5]([CH:11]([c:12]2[c:13]([NH:18][C:19]([O:20][C:21]([CH3:22])([CH3:23])[CH3:24])=[O:25])[cH:14][cH:15][cH:16][cH:17]2)[CH3:26])[n:6][c:7]([O:9][CH3:10])[cH:8]1. Reactants: O1CCCC=C1 (3,4-dihydro-2H-pyran), BrCCCCC(CO)(C1=CC=C(C=C1)C)C (6-bromo-2-methyl-2-p-tolyl-hexan-1-ol). The reagents and catalysts are O.C1(=CC=C(C=C1)S(=O)(=O)O)C (p-toluenesulfonic acid hydrate). Run in ClCCl (dichloromethane). Conditions: time 3 hour. The product is BrCCCCC(COC1OCCCC1)(C1=CC=C(C=C1)C)C (2-(6-bromo-2-methyl-2-p-tolyl-hexyloxy)-tetrahydropyran). The yield is 93.3%. As a reaction SMILES: [O:1]1[CH:6]=[CH:5][CH2:4][CH2:3][CH2:2]1.[Br:7][CH2:8][CH2:9][CH2:10][CH2:11][C:12]([CH3:22])([C:15]1[CH:20]=[CH:19][C:18]([CH3:21])=[CH:17][CH:16]=1)[CH2:13][OH:14]>ClCCl.O.C1(C)C=CC(S(O)(=O)=O)=CC=1>[Br:7][CH2:8][CH2:9][CH2:10][CH2:11][C:12]([CH3:22])([C:15]1[CH:20]=[CH:19][C:18]([CH3:21])=[CH:17][CH:16]=1)[CH2:13][O:14][CH:6]1[CH2:5][CH2:4][CH2:3][CH2:2][O:1]1 |f:3.4|. Procedure details: Under N2 atmosphere, 3,4-dihydro-2H-pyran (6.39 g, 76.09 mmol) was added drop-wise to a stirred solution of 6-bromo-2-methyl-2-p-tolyl-hexan-1-ol (18.20 g, 63.86 mmol) and p-toluenesulfonic acid hydrate (0.43 g, 2.26 mmol) in dichloromethane (300 mL) at −5° C. The reaction mixture was allowed to warm to rt and stirred for 3 h. The solution was filtered through aluminum oxide (160 g), which was washed with CH2Cl2 (500 mL). The filtrate was concentrated in vacuo to furnish 2-(6-bromo-2-methyl-2-p-... The reactants are C(C)OC(C1=CC=C(C=C1)NC=1C=C(C2=C(C(CO2)(C)C)C1)CC)=O (4-[(3,3-dimethyl-7-ethyl-2,3-dihydro-benzofuran-5-yl)-amino]-benzoic acid ethyl ester), IC (iodomethane), C(C)OC(C1=CC=C(C=C1)NC=1C=C(C2=C(C(CO2)(C)C)C1)CC)=O (4-[(3,3-dimethyl-7-ethyl-2,3-dihydro-benzofuran-5-yl)-amino]-benzoic acid ethyl ester), C([O-])([O-])=O.[K+].[K+] (potassium carbonate). Solvent: CN(C(C)=O)C (N,N-dimethylacetamide). Yields the product C(C)OC(C1=CC=C(C=C1)N(C=1C=C(C2=C(C(CO2)(C)C)C1)CC)C)=O (4-[Methyl-(3,3-dimethyl-7-ethyl-2,3-dihydro-benzofuran-5-yl)-amino]-benzoic acid ethyl ester). The yield is 76.8%. As a reaction SMILES: [CH2:1]([O:3][C:4](=[O:25])[C:5]1[CH:10]=[CH:9][C:8]([NH:11][C:12]2[CH:13]=[C:14]([CH2:23][CH3:24])[C:15]3[O:19][CH2:18][C:17]([CH3:21])([CH3:20])[C:16]=3[CH:22]=2)=[CH:7][CH:6]=1)[CH3:2].[C:26](=O)([O-])[O-].[K+].[K+].IC>CN(C)C(=O)C>[CH2:1]([O:3][C:4](=[O:25])[C:5]1[CH:6]=[CH:7][C:8]([N:11]([CH3:26])[C:12]2[CH:13]=[C:14]([CH2:23][CH3:24])[C:15]3[O:19][CH2:18][C:17]([CH3:21])([CH3:20])[C:16]=3[CH:22]=2)=[CH:9][CH:10]=1)[CH3:2] |f:1.2.3|. Procedure details: Following general procedure F and using 4-[(3,3-dimethyl-7-ethyl-2,3-dihydro-benzofuran-5-yl)-amino]-benzoic acid ethyl ester (Compound 16, 0.12 g, 0.35 mmol), potassium carbonate (0.49 g, 3.5 mmol) and iodomethane (0.50 g, 3.5 mmol) in 2 mL of anhydrous N,N-dimethylacetamide, the title compound (0.095 g, 80%) was obtained as a pale yellow oil. 1H NMR (300 MHz, CDCl3): δ 7.85 (d, 2H, J=9.1 Hz), 6.81 (d, 1H, J=2.3 Hz), 6.78 (d, 1H, J=2.3 Hz), 6.63 (d, 2H, J=9.1 Hz), 4.31 (q, 2H, J=7.1 Hz), 4.28 (...